Dataset: the Open Reaction Database (ORD), a public repository of structured organic reaction records. Task: describe an organic reaction: reactants, conditions, products, and yield Reactants: Br, CCOC(=O)N1CCC(C(=O)c2ccc(C)cc2)CC1, O. The product is Br, Cc1ccc(C(=O)C2CCNCC2)cc1. Reaction SMILES: [BrH:21].[CH3:1][c:2]1[cH:3][cH:4][c:5]([C:6](=[O:7])[CH:8]2[CH2:9][CH2:10][N:11]([C:14]([O:15][CH2:16][CH3:17])=[O:18])[CH2:12][CH2:13]2)[cH:19][cH:20]1.[OH2:22]>>[BrH:21].[CH3:1][c:2]1[cH:3][cH:4][c:5]([C:6](=[O:7])[CH:8]2[CH2:9][CH2:10][NH:11][CH2:12][CH2:13]2)[cH:19][cH:20]1. Starting materials: COC1=C(N)C=CC=C1 (2-methoxyaniline), C=C1CC(=O)O1 (diketene). Run in C(C)O (ethanol). Run at temperature 85 celsius. Yields the product COC1=C(NC(CC(=O)C)=O)C=CC=C1 (2'-methoxyacetoacetanilide). As a reaction SMILES: [CH3:1][O:2][C:3]1[CH:9]=[CH:8][CH:7]=[CH:6][C:4]=1[NH2:5].[CH2:10]=[C:11]1[O:15][C:13](=[O:14])[CH2:12]1>C(O)C>[CH3:1][O:2][C:3]1[CH:9]=[CH:8][CH:7]=[CH:6][C:4]=1[NH:5][C:13](=[O:14])[CH2:12][C:11]([CH3:10])=[O:15]. Procedure: 2.4 kg/h (19.5 mol/h) of 2-methoxyaniline, 1.98 kg/h (23.1 mol/h) of diketene (purity 98%) and 6.9 kg/h of aqueous 30% strength ethanol are reacted separately but simultaneously as described in Example 1. The product stream of about 0.3 l, produced under reflux at about 85° C. and kept to a constant volume by pumping out, is cooled down to about 15° C., and the reaction product is crystallized out and separated from the 5.8 kg/h of mother liquor by filtration. The light-colored solids are washed...